Dataset: the Open Reaction Database (ORD), a public repository of structured organic reaction records. Task: describe an organic reaction: reactants, conditions, products, and yield Reactants: ClCCCBr, COc1cc2c(-c3cc4cccnc4n3S(=O)(=O)c3ccc(C)cc3)cn(C)c2cc1O, CN(C)C=O, CC(C)OC(C)C, ClCCl, [H-], [Na+], O. The product is COc1cc2c(-c3cc4cccnc4n3S(=O)(=O)c3ccc(C)cc3)cn(C)c2cc1OCCCCl. RXN SMILES: [Br:35][CH2:36][CH2:37][CH2:38][Cl:39].[CH3:1][O:2][c:3]1[cH:4][c:5]2[c:6](-[c:14]3[cH:15][c:16]4[c:17]([n:18][cH:19][cH:20][cH:21]4)[n:22]3[S:23](=[O:24])(=[O:25])[c:26]3[cH:27][cH:28][c:29]([CH3:32])[cH:30][cH:31]3)[cH:7][n:8]([CH3:13])[c:9]2[cH:10][c:11]1[OH:12].[CH3:40][N:41]([CH3:42])[CH:43]=[O:44].[CH:49]([O:50][CH:51]([CH3:52])[CH3:53])([CH3:54])[CH3:55].[Cl:45][CH2:46][Cl:47].[H-:33].[Na+:34].[OH2:48]>>[CH3:1][O:2][c:3]1[cH:4][c:5]2[c:6](-[c:14]3[cH:15][c:16]4[c:17]([n:18][cH:19][cH:20][cH:21]4)[n:22]3[S:23](=[O:24])(=[O:25])[c:26]3[cH:27][cH:28][c:29]([CH3:32])[cH:30][cH:31]3)[cH:7][n:8]([CH3:13])[c:9]2[cH:10][c:11]1[O:12][CH2:36][CH2:37][CH2:38][Cl:39]. As a reaction SMILES: B(Br)(Br)Br.[CH3:5][NH:6][S:7]([C:10]1[S:11][C:12]2[CH:18]=[C:17]([O:19]CC)[CH:16]=[CH:15][C:13]=2[N:14]=1)(=[O:9])=[O:8].C(=O)=O>C(Cl)Cl>[OH:19][C:17]1[CH:16]=[CH:15][C:13]2[N:14]=[C:10]([S:7]([NH:6][CH3:5])(=[O:8])=[O:9])[S:11][C:12]=2[CH:18]=1. Isolated yield 83.0%. The reactants are C(=O)=O (dry ice), solution, B(Br)(Br)Br (boron tribromide), CNS(=O)(=O)C=1SC2=C(N1)C=CC(=C2)OCC (N-Methyl-6-ethoxy-2-benzothiazole-sulfonamide). Reported procedure: A one molar solution of boron tribromide in CH2Cl2 (21 mL) was cooled to -76° C. in a dry ice/acetone bath. N-Methyl-6-ethoxy-2-benzothiazole-sulfonamide (1, og.; 0.0037 mol) was added and the reaction stirred in the dry ice bath for four hours. The reaction was removed, stirred at room temperature for 18 hours, poured into a mixture of 25 mL of crushed ice/25 mL water and stirred for 30 minutes. The crude material was collected and purified by dissolving in 10% Na2CO3, filtered, anc precipitate... Product: OC1=CC2=C(N=C(S2)S(=O)(=O)NC)C=C1 (6-Hydroxy-N-Methyl-2-benzothiazolesulfonamide). Conditions: time 18 hour. Solvent: C(Cl)Cl (CH2Cl2). Reactants: BrC1=C(C(=CC(=C1)[N+](=O)[O-])[N+](=O)[O-])N=NC1=C(C=C(C=C1)N(CC)CC)NC(C)=O (2-Bromo-4,6-dinitro-2'-acetylamino-4'-(N,N-diethylamino) azobenzene), C(C)(=O)[O-].[K+] (potassium acetate), C(=O)N (formamide), C(C)(=O)OC(C)=O (acetic anhydride). The reagents and catalysts are [Cu]I (copper (I) iodide). The solvent is C(C)(=O)OCCCC (n-butyl acetate), petroleum ether. Run at temperature 110 celsius, time 15 minute. Product: C(#N)C1=C(C(=CC(=C1)[N+](=O)[O-])[N+](=O)[O-])N=NC1=C(C=C(C=C1)N(CC)CC)NC(C)=O (2-Cyano-4,6-dinitro-2'-acetylamino-4'-(N,N-diethylamino)azobenzene). Isolated yield 95.0%. Reaction SMILES: Br[C:2]1[CH:7]=[C:6]([N+:8]([O-:10])=[O:9])[CH:5]=[C:4]([N+:11]([O-:13])=[O:12])[C:3]=1[N:14]=[N:15][C:16]1[CH:21]=[CH:20][C:19]([N:22]([CH2:25][CH3:26])[CH2:23][CH3:24])=[CH:18][C:17]=1[NH:27][C:28](=[O:30])[CH3:29].C([O-])(=O)C.[K+].[CH:36]([NH2:38])=O.C(OC(=O)C)(=O)C>[Cu]I.C(OCCCC)(=O)C>[C:36]([C:2]1[CH:7]=[C:6]([N+:8]([O-:10])=[O:9])[CH:5]=[C:4]([N+:11]([O-:13])=[O:12])[C:3]=1[N:14]=[N:15][C:16]1[CH:21]=[CH:20][C:19]([N:22]([CH2:25][CH3:26])[CH2:23][CH3:24])=[CH:18][C:17]=1[NH:27][C:28](=[O:30])[CH3:29])#[N:38] |f:1.2|. Procedure details: 2-Bromo-4,6-dinitro-2'-acetylamino-4'-(N,N-diethylamino) azobenzene (2.4 parts), copper (I) iodide (0.95 parts), anhydrous potassium acetate (1.5 parts), formamide (1.8 parts), acetic anhydride (2.0 parts) and n-butyl acetate (44 parts) are mixed together and heated, with stirring, to 110° C. during 15 minutes. The temperature is maintained at 110° C. for 2 hours when reaction is complete. The mixture is cooled to room temperature and poured into petroleum ether (boiling range 60-80° C.) (400 pa... Starting materials: C1(CCCC1)N1C(=C(C2=CC(=C(C=C12)C)F)C(=O)Cl)C1=NC=C(C=C1)S(N[C@H](C(F)(F)F)C)(=O)=O ((S)-1-cyclopentyl-5-fluoro-6-methyl-2-(5-(N-(1,1,1-trifluoropropan-2-yl)sulfamoyl)pyridin-2-yl)-1H-indole-3-carbonyl chloride), CN (methylamine), C1CCOC1 (THF). Solvent: C(C)(=O)OCC (ethyl acetate). Conditions: time 5 minute. The product is C1(CCCC1)N1C(=C(C2=CC(=C(C=C12)C)F)C(=O)NC)C1=NC=C(C=C1)S(N[C@H](C(F)(F)F)C)(=O)=O ((S)-1-cyclopentyl-5-fluoro-N,6-dimethyl-2-(5-(N-(1,1,1-trifluoropropan-2-yl)sulfamoyl)pyridin-2-yl)-1H-indole-3-carboxamide). The yield is 67.0%. As a reaction SMILES: [CH:1]1([N:6]2[C:14]3[C:9](=[CH:10][C:11]([F:16])=[C:12]([CH3:15])[CH:13]=3)[C:8]([C:17](Cl)=[O:18])=[C:7]2[C:20]2[CH:25]=[CH:24][C:23]([S:26](=[O:35])(=[O:34])[NH:27][C@@H:28]([CH3:33])[C:29]([F:32])([F:31])[F:30])=[CH:22][N:21]=2)[CH2:5][CH2:4][CH2:3][CH2:2]1.[CH3:36][NH2:37].C1COCC1>C(OCC)(=O)C>[CH:1]1([N:6]2[C:14]3[C:9](=[CH:10][C:11]([F:16])=[C:12]([CH3:15])[CH:13]=3)[C:8]([C:17]([NH:37][CH3:36])=[O:18])=[C:7]2[C:20]2[CH:25]=[CH:24][C:23]([S:26](=[O:35])(=[O:34])[NH:27][C@@H:28]([CH3:33])[C:29]([F:32])([F:31])[F:30])=[CH:22][N:21]=2)[CH2:5][CH2:4][CH2:3][CH2:2]1. Procedure details: A mixture of (S)-1-cyclopentyl-5-fluoro-6-methyl-2-(5-(N-(1,1,1-trifluoropropan-2-yl)sulfamoyl)pyridin-2-yl)-1H-indole-3-carboxylic acid (300 mg, 0.58 mmol) in SOCl2 (4 mL) was stirred at 66° C. for 2 h. Volatiles were removed by a stream of nitrogen followed by vacuum to give (S)-1-cyclopentyl-5-fluoro-6-methyl-2-(5-(N-(1,1,1-trifluoropropan-2-yl)sulfamoyl)pyridin-2-yl)-1H-indole-3-carbonyl chloride as a solid. The above prepared (S)-1-cyclopentyl-5-fluoro-6-methyl-2-(5-(N-(1,1,1-trifluoropropa... Starting materials: COC(=O)C(C)C1CCC2C3=CC=C4CC(O[Si](C)(C)C(C)(C)C)CC(O[Si](C)(C)C(C)(C)C)C4(C)C3CCC21C, COC(=O)OC1CC2=CC=C3C4CCC(C(C)C(=O)OC)C4(C)CCC3C2(C)C(OC(=O)OC)C1. Product: CC(CO)C1CCC2C3=CC=C4CC(O[Si](C)(C)C(C)(C)C)CC(O[Si](C)(C)C(C)(C)C)C4(C)C3CCC21C. RXN SMILES: [C:1]([CH3:2])([CH3:3])([CH3:4])[Si:5]([O:6][CH:7]1[CH2:8][CH:9]([O:32][Si:33]([CH3:34])([CH3:35])[C:36]([CH3:37])([CH3:38])[CH3:39])[CH2:10][C:11]2=[CH:12][CH:13]=[C:14]3[CH:15]4[CH2:16][CH2:17][CH:18]([CH:19]([CH3:20])[C:21](=[O:22])[O:23][CH3:24])[C:25]4([CH3:31])[CH2:26][CH2:27][CH:28]3[C:29]12[CH3:30])([CH3:40])[CH3:41].[CH3:42][O:43][C:44]([O:45][CH:46]1[C:47]2([CH3:48])[C:49](=[CH:50][CH:51]=[C:52]3[CH:53]2[CH2:54][CH2:55][C:56]2([CH3:57])[CH:58]3[CH2:59][CH2:60][CH:61]2[CH:62]([C:63]([O:64][CH3:65])=[O:66])[CH3:67])[CH2:68][CH:69]([O:70][C:71]([O:72][CH3:73])=[O:74])[CH2:75]1)=[O:76]>>[C:1]([CH3:2])([CH3:3])([CH3:4])[Si:5]([O:6][CH:7]1[CH2:8][CH:9]([O:32][Si:33]([CH3:34])([CH3:35])[C:36]([CH3:37])([CH3:38])[CH3:39])[CH2:10][C:11]2=[CH:12][CH:13]=[C:14]3[CH:15]4[CH2:16][CH2:17][CH:18]([CH:19]([CH3:20])[CH2:21][OH:22])[C:25]4([CH3:31])[CH2:26][CH2:27][CH:28]3[C:29]12[CH3:30])([CH3:40])[CH3:41]. The reactants are C(CCC)[Li] (n-butyl lithium), FC1=NC=CC(=C1)I (2-fluoro-4-iodopyridine), [OH-].[Na+] (sodium hydroxide), B(OCCCC)(OCCCC)OCCCC (Tributyl borate). The solvent is C(C)OCC (diethyl ether), CCOCC (ether), O (Water). Conditions: temperature -78 celsius, time 10 minute. Product: FC1=NC=CC(=C1)B(O)O (2-Fluoropyridin-4-ylboronic acid). As a reaction SMILES: C([Li])CCC.[F:6][C:7]1[CH:12]=[C:11](I)[CH:10]=[CH:9][N:8]=1.[B:14](OCCCC)([O:20]CCCC)[O:15]CCCC.[OH-].[Na+]>C(OCC)C.O>[F:6][C:7]1[CH:12]=[C:11]([B:14]([OH:20])[OH:15])[CH:10]=[CH:9][N:8]=1 |f:3.4|. Procedure details: To a stirred solution of n-butyl lithium (3.2 mL, 2.5M, 8.0 mmol) in dry diethyl ether (20 mL) at −78° C. was added a solution of 2-fluoro-4-iodopyridine (1.5 g, 6.7 mmol) in dry ether (10 mL) and the reaction mixture was stirred at −78° C. for 10 minutes. Tributyl borate (2.4 mL, 2.01 g, 8.7 mmol) was added and the reaction mixture was allowed to warm to room temperature over 2 hours. Water (5 mL) was added followed by 2N aqueous sodium hydroxide solution (10 mL) to dissolve the solids. The org... The reactants are BrC1=CC(=NC(=C1)C)C1=NC2(CC1)C(N(CC2)C)=O (2-(4-bromo-6-methyl-2-pyridyl)-7-methyl-1,7-diazaspiro[4.4]non-1-en-6-one), CC1(OB(OC1(C)C)C1=C(C#N)C=CC(=C1)C(F)(F)F)C (2-(4,4,5,5-tetramethyl-1,3,2-dioxaborolan-2-yl)-4-(trifluoromethyl)benzonitrile), C([O-])([O-])=O.[Na+].[Na+] (sodium carbonate). The reagents and catalysts are C1([P]([Pd][P](C2=CC=CC=C2)(C3=CC=CC=C3)C4=CC=CC=C4)(C5=CC=CC=C5)C6=CC=CC=C6)=CC=CC=C1 (bis(triphenylphosphine)palladium). The solvent is COCCOC (1,2-dimethoxyethane), O (water), ClCCl (dichloromethane), O (water). Conditions: temperature 120 celsius. Yields the product CC1=NC(=CC(=C1)C1=C(C#N)C=CC(=C1)C(F)(F)F)C1=NC2(CC1)C(N(CC2)C)=O (2-[2-methyl-6-(7-methyl-6-oxo-1,7-diazaspiro[4.4]non-1-en-2-yl)-4-pyridyl]-4-(trifluoromethyl)-benzonitrile). Yield: 32.0%. RXN SMILES: Br[C:2]1[CH:7]=[C:6]([CH3:8])[N:5]=[C:4]([C:9]2[CH2:13][CH2:12][C:11]3([CH2:17][CH2:16][N:15]([CH3:18])[C:14]3=[O:19])[N:10]=2)[CH:3]=1.CC1(C)C(C)(C)OB([C:28]2[CH:35]=[C:34]([C:36]([F:39])([F:38])[F:37])[CH:33]=[CH:32][C:29]=2[C:30]#[N:31])O1.C(=O)([O-])[O-].[Na+].[Na+]>COCCOC.O.ClCCl.C1(C=CC=CC=1)[P](C1C=CC=CC=1)(C1C=CC=CC=1)[Pd][P](C1C=CC=CC=1)(C1C=CC=CC=1)C1C=CC=CC=1>[CH3:8][C:6]1[CH:7]=[C:2]([C:28]2[CH:35]=[C:34]([C:36]([F:37])([F:39])[F:38])[CH:33]=[CH:32][C:29]=2[C:30]#[N:31])[CH:3]=[C:4]([C:9]2[CH2:13][CH2:12][C:11]3([CH2:17][CH2:16][N:15]([CH3:18])[C:14]3=[O:19])[N:10]=2)[N:5]=1 |f:2.3.4,^1:62,76|. Reported procedure: To a solution of 2-(4-bromo-6-methyl-2-pyridyl)-7-methyl-1,7-diazaspiro[4.4]non-1-en-6-one (which may be prepared as described in Description 13) (180 mg, 0.5600 mmol) in 1,2-dimethoxyethane (3 mL) and water (1 mL) was added 2-(4,4,5,5-tetramethyl-1,3,2-dioxaborolan-2-yl)-4-(trifluoromethyl)benzonitrile (182.56 mg, 0.6100 mmol) and sodium carbonate (177.65 mg, 1.68 mmol). The reaction mixture was degassed with nitrogen and then treated with bis(triphenylphosphine)palladium (II) dichloride (19.61... Procedure details: In this synthesis, dimesylthymidine 1 was first treated with sodium hydroxide (3 equivalents) in refluxing water for 2 hours and after work-up the resultant 3,5-anhydrothymidine was treated with potassium t-butoxide in dimethylsulfoxide (DMSO) at room temperature for 2 hours. The reaction mixture was neutralized, evaporated to dryness and after a series of manipulations which included extraction, decolourization, precipitation and recrystallization, gave Stavudine in 79% yield and an overall yie... Product: CC1=CN(C(=O)NC1=O)[C@H]2C=C[C@H](O2)CO (Stavudine). Run in CS(=O)C (dimethylsulfoxide), O (water). RXN SMILES: S([CH:5]1[C@H:9](O)[C@@H:8]([CH2:11][OH:12])[O:7][C@@:6]1(S(C)(=O)=O)[N:13]1[CH:21]=[C:19]([CH3:20])[C:17](=[O:18])[NH:16][C:14]1=[O:15])(C)(=O)=O.[OH-].[Na+].[C@@H](N)(C(O)=O)[C@@H](F)C(N)=O.CC(C)([O-])C.[K+]>CS(C)=O.O>[CH3:20][C:19]1[C:17](=[O:18])[NH:16][C:14](=[O:15])[N:13]([C@@H:6]2[O:7][C@H:8]([CH2:11][OH:12])[CH:9]=[CH:5]2)[CH:21]=1 |f:1.2,4.5|. Starting materials: S(=O)(=O)(C)C1[C@@](O[C@@H]([C@H]1O)CO)(N1C(=O)NC(=O)C(C)=C1)S(=O)(=O)C (dimesylthymidine), [OH-].[Na+] (sodium hydroxide), [C@H]([C@H](C(=O)N)F)(C(=O)O)N (3,5-anhydrothymidine), CC(C)([O-])C.[K+] (potassium t-butoxide). Yield: 79.0%. Reactants: FC=1C=CC=2C3=C(C(NC2C1)=O)CCC3 (7-Fluoro-1,2,3,5-tetrahydrocyclopenta[c]quinolin-4-one), [Mg] (magnesium). Yields the product FC=1C=CC=2C3C(C(NC2C1)=O)CCC3 (7-Fluoro-1,2,3,3a,5,9b-hexahydrocyclopenta[c]quinolin-4-one). Yield: 16.9%. As a reaction SMILES: [F:1][C:2]1[CH:3]=[CH:4][C:5]2[C:6]3[CH2:15][CH2:14][CH2:13][C:7]=3[C:8](=[O:12])[NH:9][C:10]=2[CH:11]=1.[Mg]>>[F:1][C:2]1[CH:3]=[CH:4][C:5]2[CH:6]3[CH2:15][CH2:14][CH2:13][CH:7]3[C:8](=[O:12])[NH:9][C:10]=2[CH:11]=1. Procedure details: 7-Fluoro-1,2,3,5-tetrahydrocyclopenta[c]quinolin-4-one (1.0 g, 4.9 mmol) and magnesium (1.2 g, 49.2 mmol) are reacted to form 170 mg (17%) of product analogously to Example 7. Reactants: C(C)(=O)OC[C@@H](C)OC ((R)-2-methoxy-1-propanol acetate), ( S ), C([O-])([O-])=O.[Na+].[Na+] (sodium carbonate), (S)-PM-2, C(=O)=O (CO2), ( S ), C(C)(=O)OC(C)=O (acetic anhydride), solution, ( R ). The reagents and catalysts are [Cl-].[Zn+2].[Cl-] (zinc chloride). Run in O (water). Reaction conditions: temperature 118 celsius. Product: C(C)(=O)O[C@H](COC)C ((S)-1-Methoxy-2-propanol acetate). RXN SMILES: [C:1](OC(=O)C)(=O)C.[C:8]([O:11][CH2:12][C@H:13]([O:15][CH3:16])C)(=[O:10])[CH3:9].C(=O)([O-])[O-].[Na+].[Na+].C(=O)=O>O.[Cl-].[Zn+2].[Cl-]>[C:8]([O:11][C@@H:12]([CH3:1])[CH2:13][O:15][CH3:16])(=[O:10])[CH3:9] |f:2.3.4,7.8.9|. Procedure details: To a 25-ml flask was added 4.0 g (0.044 mole) of the (S)-PM-2/(R)-PM-1 mixture with 0.02 g anhydrous zinc chloride. A reflux condenser with drying tube was attached and 4.7 g (0.046 mole) acetic anhydride was added by lifting the drying tube momentarily. The mixture was refluxed at about 118° C. for 2 hours and then allowed to cool. GC-analysis of a 1% solution in water showed a single peak for PMA-2 with retention time matching the first peak observed for commercial PMA-2 enantiomers. These res...